Dataset: the Open Reaction Database (ORD), a public repository of structured organic reaction records. Task: describe an organic reaction: reactants, conditions, products, and yield Reactants: N(=O)OCCC(C)C (isoamyl nitrite), Cl (hydrochloric acid), FC=1C=C2CCC(C2=CC1)=O (5-fluoro-1-indanone). The solvent is CO (methanol). The product is FC=1C=C2CC(C(C2=CC1)=O)=NO (5-Fluoro-2-hydroxyimino-1-indanone). As a reaction SMILES: [N:1](OCCC(C)C)=[O:2].Cl.[F:10][C:11]1[CH:12]=[C:13]2[C:17](=[CH:18][CH:19]=1)[C:16](=[O:20])[CH2:15][CH2:14]2>CO>[F:10][C:11]1[CH:12]=[C:13]2[C:17](=[CH:18][CH:19]=1)[C:16](=[O:20])[C:15](=[N:1][OH:2])[CH2:14]2. Reported procedure: 15 ml of isoamyl nitrite and then 7.5 ml of concentrated hydrochloric acid are added dropwise to a solution, heated to 40° C., of 11.2 g of 5-fluoro-1-indanone in 185 ml of methanol. After reaction for 45 minutes at 40° C., the reaction mixture is cooled with ice. A precipitate is formed, which is filtered off and then dried in vacuo, allowing the expected product to be isolated. The reactants are CCOC(C)=O, Cc1nn(C)c(NCC(C)(C)C)c1N=O. The product is Cc1nn(C)c(NCC(C)(C)C)c1N. Reaction SMILES: [CH3:16][CH2:17][O:18][C:19]([CH3:20])=[O:21].[CH3:1][n:2]1[n:3][c:4]([CH3:15])[c:5]([N:13]=[O:14])[c:6]1[NH:7][CH2:8][C:9]([CH3:10])([CH3:11])[CH3:12]>>[CH3:1][n:2]1[n:3][c:4]([CH3:15])[c:5]([NH2:13])[c:6]1[NH:7][CH2:8][C:9]([CH3:10])([CH3:11])[CH3:12]. Reactants: Cl.Cl.COC1=CC=C(C=C1)N1CCNCC1 (1-(4-methoxyphenyl)piperazine dihydrochloride), C(C)(C)(C)C1=CC=C(C(=O)Cl)C=C1 (4-tert-butylbenzoyl chloride), C(CC(C)C)(=O)Cl (isovaleryl chloride), FC1=C(C=C(C(=C1)OC)F)N1CCNCC1 (1-(2,5-difluoro-4-methoxyphenyl)-piperazine). Yields the product C(C)(C)(C)C1=CC=C(C(=O)N2CCN(CC2)C2=C(C=C(C(=C2)F)OC)F)C=C1 (1-(4-tert-butylbenzoyl)-4-(2,5-difluoro-4-methoxyphenyl)piperazine). As a reaction SMILES: Cl.Cl.COC1C=CC(N2CCNCC2)=CC=1.C(Cl)(=O)CC(C)C.[F:24][C:25]1[CH:30]=[C:29]([O:31][CH3:32])[C:28]([F:33])=[CH:27][C:26]=1[N:34]1[CH2:39][CH2:38][NH:37][CH2:36][CH2:35]1.[C:40]([C:44]1[CH:52]=[CH:51][C:47]([C:48](Cl)=[O:49])=[CH:46][CH:45]=1)([CH3:43])([CH3:42])[CH3:41]>>[C:40]([C:44]1[CH:45]=[CH:46][C:47]([C:48]([N:37]2[CH2:38][CH2:39][N:34]([C:26]3[CH:27]=[C:28]([F:33])[C:29]([O:31][CH3:32])=[CH:30][C:25]=3[F:24])[CH2:35][CH2:36]2)=[O:49])=[CH:51][CH:52]=1)([CH3:43])([CH3:41])[CH3:42] |f:0.1.2|. Procedure details: Production Example 3 was repeated except that 1-(4-methoxyphenyl)piperazine dihydrochloride and isovaleryl chloride were replaced with 1-(2,5-difluoro-4-methoxyphenyl)-piperazine (228 mg) and 4-tert-butylbenzoyl chloride (234 μL), respectively, to provide crude 1-(4-tert-butylbenzoyl)-4-(2,5-difluoro-4-methoxyphenyl)piperazine (433 mg). Reactants: S(N)(=O)(=O)C1=CC=2C(=NC=CC2O1)OC (2-Sulfamoyl-4-methoxyfuro[3,2-c]pyridine), COC=1N=CC=C2C1OC=C2 (7-methoxyfuro[2,3-c]pyridine), COC1=NC=CC2=C1C=CO2 (4-methoxyfuro[3,2-c]pyridine). Product: S(N)(=O)(=O)C1=CC=2C(=C(N=CC2)OC)O1 (2-sulfamoyl-7-methoxyfuro[2,3-c]pyridine). Isolated yield 64.0%. RXN SMILES: [S:1](C1OC2C=CN=C(OC)C=2C=1)(=[O:4])(=[O:3])[NH2:2].[CH3:16][O:17][C:18]1[N:19]=[CH:20][CH:21]=[C:22]2[CH:26]=[CH:25][O:24][C:23]=12.COC1C2C=COC=2C=CN=1>>[S:1]([C:25]1[O:24][C:23]2=[C:18]([O:17][CH3:16])[N:19]=[CH:20][CH:21]=[C:22]2[CH:26]=1)(=[O:4])(=[O:3])[NH2:2]. Procedure: The title compound was prepared according to the procedure described for the preparation of 2-sulfamoyl-4-methoxyfuro[3,2-c]pyridine (Example 6) except that 7-methoxyfuro[2,3-c]pyridine was substituted for 4-methoxyfuro[3,2-c]pyridine. This compound was obtained in 64% yield after recrystallization from ethyl acetate, m.p. 204°-206° C.